Dataset: the Open Reaction Database (ORD), a public repository of structured organic reaction records. Task: describe an organic reaction: reactants, conditions, products, and yield Reactants: N1=CC(=CC=C1)COCC(=O)OCC (Ethyl 2-((pyridin-3-yl)methoxy)acetate), ClC=1C=C(C=CC1)NC=1N=NC(=CC1)NN (N-(3-chlorophenyl)-6-hydrazinylpyridazin-3-amine). Run in Cl.CO (HCl methanol), CS(=O)C (DMSO). The product is N1=CC(=CC=C1)COCC1=NN=C2N1N=C(C=C2)NC2=CC(=CC=C2)Cl (3-(((pyridin-3-yl)methoxy)methyl)-N-(3-chlorophenyl)-[1,2,4]triazolo[4,3-b]pyridazin-6-amine). As a reaction SMILES: [N:1]1[CH:6]=[CH:5][CH:4]=[C:3]([CH2:7][O:8][CH2:9][C:10](OCC)=O)[CH:2]=1.[Cl:15][C:16]1[CH:17]=[C:18]([NH:22][C:23]2[N:24]=[N:25][C:26]([NH:29][NH2:30])=[CH:27][CH:28]=2)[CH:19]=[CH:20][CH:21]=1>CS(C)=O.Cl.CO>[N:1]1[CH:6]=[CH:5][CH:4]=[C:3]([CH2:7][O:8][CH2:9][C:10]2[N:25]3[N:24]=[C:23]([NH:22][C:18]4[CH:19]=[CH:20][CH:21]=[C:16]([Cl:15])[CH:17]=4)[CH:28]=[CH:27][C:26]3=[N:29][N:30]=2)[CH:2]=1 |f:3.4|. Procedure details: (Step 4-ii) Ethyl 2-((pyridin-3-yl)methoxy)acetate (65 mg, 0.33 mmol) and N-(3-chlorophenyl)-6-hydrazinylpyridazin-3-amine (60 mg, 0.25 mmol) were combined in a 16×100 mm test tube and placed into a 160° C. oil bath for 15 min. The residue was dissolved in 1 mL DMSO and purified by reversed-phase HPLC. Fractions containing pure product were concentrated in vacuo to yield a solid, dissolved in HCl/methanol, and concentrated in vacuo to give the yellow solid product, 3-(((pyridin-3-yl)methoxy)meth... Reagents/catalysts: [Br-].C(CCC)[N+](CCCC)(CCCC)CCCC (tetrabutylammonium bromide). Yields the product FC(SC=1SC(=NN1)C1=CC=C(C=C1)Cl)F (2-Difluoromethylthio-5-(4'-chlorophenyl)-1,3,4-thiadiazole). Procedure: 6.9 g of 2-mercapto-5-(4'-chlorophenyl)-1,3,4-thiadiazole and 60 ml fo dioxane are added to a solution of 2.4 g of potassium hydroxide in 10 ml of water. After the addition of 0.2 g of potassium iodide and 2 crystals of tetrabutylammonium bromide, the mixture is heated to 40° C. With stirring, a weak stream of chlorodifluoromethane is then passed through the mixture for 4 hours. The reaction mixture is then subsequently concentrated by evaporation in vacuo. The residue remaining after evaporatio... Reaction SMILES: [SH:1][C:2]1[S:3][C:4]([C:7]2[CH:12]=[CH:11][C:10]([Cl:13])=[CH:9][CH:8]=2)=[N:5][N:6]=1.[OH-].[K+].[I-].[K+].Cl[CH:19]([F:21])[F:20]>O.[Br-].C([N+](CCCC)(CCCC)CCCC)CCC.O1CCOCC1>[F:20][CH:19]([F:21])[S:1][C:2]1[S:3][C:4]([C:7]2[CH:12]=[CH:11][C:10]([Cl:13])=[CH:9][CH:8]=2)=[N:5][N:6]=1 |f:1.2,3.4,7.8|. Run in O (water), O1CCOCC1 (dioxane). Conditions: temperature 40 celsius. The reactants are SC=1SC(=NN1)C1=CC=C(C=C1)Cl (2-mercapto-5-(4'-chlorophenyl)-1,3,4-thiadiazole), [OH-].[K+] (potassium hydroxide), ClC(F)F (chlorodifluoromethane), [I-].[K+] (potassium iodide). Starting materials: CO, CCOCC, COC(=O)c1cc(C)c(C=C(C)C)s1, [Li+], [OH-]. The product is CC(C)=Cc1sc(C(=O)O)cc1C. As a reaction SMILES: [CH3:17][OH:18].[CH3:19][CH2:20][O:21][CH2:22][CH3:23].[CH3:1][O:2][C:3](=[O:4])[c:5]1[s:6][c:7]([CH:11]=[C:12]([CH3:13])[CH3:14])[c:8]([CH3:10])[cH:9]1.[Li+:16].[OH-:15]>>[O:2]=[C:3]([OH:4])[c:5]1[s:6][c:7]([CH:11]=[C:12]([CH3:13])[CH3:14])[c:8]([CH3:10])[cH:9]1.